Dataset: the Open Reaction Database (ORD), a public repository of structured organic reaction records. Task: describe an organic reaction: reactants, conditions, products, and yield Reactants: solution, C(C)(C)(C)[Li] (tert-butyllithium), ClCC(=C)CCl (3-chloro-2-(chloromethyl)prop-1-ene), N1(CCCC1)C1=CC(OC1)=O (4-pyrrolidin-1-ylfuran-2(5H)-one), CO (methanol). The solvent is CCCCC (pentane), O1CCCC1 (tetrahydrofuran). Reaction conditions: temperature -78 celsius, time 30 minute. Product: ClCC(CC1C(=CC(O1)=O)N1CCCC1)=C (5-[2-(Chloromethyl)prop-2-en-1-yl]-4-pyrrolidin-1-ylfuran-2(5H)-one). As a reaction SMILES: [N:1]1([C:6]2[CH2:10][O:9][C:8](=[O:11])[CH:7]=2)[CH2:5][CH2:4][CH2:3][CH2:2]1.C([Li])(C)(C)C.[Cl:17][CH2:18][C:19]([CH2:21]Cl)=[CH2:20].CO>O1CCCC1.CCCCC>[Cl:17][CH2:18][C:19](=[CH2:20])[CH2:21][CH:10]1[O:9][C:8](=[O:11])[CH:7]=[C:6]1[N:1]1[CH2:5][CH2:4][CH2:3][CH2:2]1. Reported procedure: 800 mg (5.22 mmol) of 4-pyrrolidin-1-ylfuran-2(5H)-one (Shandala, M. Y. et al. J. Heterocycl. Chem. 1984, 21, 1753-1754) are dissolved in 80 ml of tetrahydrofuran and cooled to −78° C., and 3.07 ml (5.22 mmol) of a 1.7M solution of tert-butyllithium in pentane are added. After 30 min of stirring at −78° C., 1.21 ml (10.45 mmol) of 3-chloro-2-(chloromethyl)prop-1-ene are added and the mixture is stirred at −78° C. for a further 30 minutes, warmed to room temperature over a period of about 16 hour... Starting materials: O=c1occ(CBr)c2ccccc12, O=C(c1ccccc1)c1cnc2c(C(F)(F)F)cccc2c1-c1cccc(O)c1. Yields the product O=C(c1ccccc1)c1cnc2c(C(F)(F)F)cccc2c1-c1cccc(OCc2coc(=O)c3ccccc23)c1. RXN SMILES: [Br:30][CH2:31][c:32]1[cH:33][o:34][c:35](=[O:42])[c:36]2[cH:37][cH:38][cH:39][cH:40][c:41]12.[OH:1][c:2]1[cH:3][c:4](-[c:8]2[c:9]([C:22](=[O:23])[c:24]3[cH:25][cH:26][cH:27][cH:28][cH:29]3)[cH:10][n:11][c:12]3[c:13]([C:18]([F:19])([F:20])[F:21])[cH:14][cH:15][cH:16][c:17]23)[cH:5][cH:6][cH:7]1>>[O:1]([c:2]1[cH:3][c:4](-[c:8]2[c:9]([C:22](=[O:23])[c:24]3[cH:25][cH:26][cH:27][cH:28][cH:29]3)[cH:10][n:11][c:12]3[c:13]([C:18]([F:19])([F:20])[F:21])[cH:14][cH:15][cH:16][c:17]23)[cH:5][cH:6][cH:7]1)[CH2:31][c:32]1[cH:33][o:34][c:35](=[O:42])[c:36]2[cH:37][cH:38][cH:39][cH:40][c:41]12.